From a dataset of the Open Reaction Database (ORD), a public repository of structured organic reaction records. describe an organic reaction: reactants, conditions, products, and yield Reactants: NS(=O)(=O)C=1C=C2CC(NC2=CC1)=O (5-Aminosulfonyl-2-oxindole), CNC (dimethylamine). Run in CO (methanol). Run at time 4 hour. The product is CN(S(=O)(=O)C=1C=C2CC(NC2=CC1)=O)C (5-dimethylaminosulfonyl-2-oxindole). Yield: 79.0%. As a reaction SMILES: N[S:2]([C:5]1[CH:6]=[C:7]2[C:11](=[CH:12][CH:13]=1)[NH:10][C:9](=[O:14])[CH2:8]2)(=[O:4])=[O:3].[CH3:15][NH:16][CH3:17]>CO>[CH3:15][N:16]([CH3:17])[S:2]([C:5]1[CH:6]=[C:7]2[C:11](=[CH:12][CH:13]=1)[NH:10][C:9](=[O:14])[CH2:8]2)(=[O:3])=[O:4]. Procedure details: A suspension of 2.3 g of 5-chlorosulfonyl-2-oxindole (O-17) in 10 mL of 2 M dimethylamine in methanol was stirred at room temperature for 4 hours at which time a white solid was present. The precipitate was collected by vacuum filtration, washed with 5 mL of 1 N sodium hydroxide and 5 mL of 1 N hydrochloric acid and dried under vacuum at 40° C. overnight to give 1.9 g (79% yield) of 5-dimethylaminosulfonyl-2-oxindole. The reactants are FC=1C=CC(=C(OCC(=O)OC)C1)[N+](=O)[O-] (methyl 5-fluoro-2-nitrophenoxyacetate). The reagents and catalysts are [Pd] (Pd/C). Run in CCO (EtOH). Conditions: time 2 hour. Product: desired material, FC1=CC2=C(NC(CO2)=O)C=C1 (7-fluoro-2H-1,4-benzoxazin-3(4H)-one). As a reaction SMILES: [F:1][C:2]1[CH:3]=[CH:4][C:5]([N+:14]([O-])=O)=[C:6]([CH:13]=1)[O:7][CH2:8][C:9](OC)=[O:10]>[Pd].CCO>[F:1][C:2]1[CH:3]=[CH:4][C:5]2[NH:14][C:9](=[O:10])[CH2:8][O:7][C:6]=2[CH:13]=1. Procedure: To 500 mg of 5% Pd/C in a Parr bottle was added 100 ml of EtOH followed by 5.0 g (21.8 mmol) of methyl 5-fluoro-2-nitrophenoxyacetate. The flask was placed in a Parr Apparatus, evacuated and then charged with hydrogen. The suspension was then shaken for 2 hours. After evacuating the flask and recharging with nitrogen, the solids were removed by vacuum filtration through Celite®. Since some product does precipitate, the filter cake is repeatedly rinsed with EtOAc (200 ml). The filtrate is refluxe... Starting materials: C=CCOC(=O)NC(CO)CCC(=O)OC(C)(C)C, CS(C)=O, CCOC(C)=O, CCN(C(C)C)C(C)C, ClCCl, O=C(Cl)C(=O)Cl. The product is C=CCOC(=O)NC(C=O)CCC(=O)OC(C)(C)C. RXN SMILES: [CH2:11]([CH:12]=[CH2:13])[O:14][C:15](=[O:16])[NH:17][CH:18]([CH2:19][CH2:20][C:21](=[O:22])[O:23][C:24]([CH3:25])([CH3:26])[CH3:27])[CH2:28][OH:29].[CH3:1][S:2]([CH3:3])=[O:4].[CH3:42][CH2:43][O:44][C:45]([CH3:46])=[O:47].[CH:30]([N:31]([CH:32]([CH3:33])[CH3:34])[CH2:35][CH3:36])([CH3:37])[CH3:38].[Cl:39][CH2:40][Cl:41].[Cl:5][C:6]([C:7]([Cl:8])=[O:9])=[O:10]>>[CH2:11]([CH:12]=[CH2:13])[O:14][C:15](=[O:16])[NH:17][CH:18]([CH2:19][CH2:20][C:21](=[O:22])[O:23][C:24]([CH3:25])([CH3:26])[CH3:27])[CH:28]=[O:29]. Reactants: BrC(Br)(Br)Br, ClCCl, CCCN(CC(O)CC)S(=O)(=O)c1sc2ccc(Cl)cc2c1C, c1ccc(P(c2ccccc2)c2ccccc2)cc1. Yields the product CCCN(CC(Br)CC)S(=O)(=O)c1sc2ccc(Cl)cc2c1C. RXN SMILES: [C:24]([Br:25])([Br:26])([Br:27])[Br:28].[Cl:48][CH2:49][Cl:50].[OH:1][CH:2]([CH2:3][N:4]([S:5](=[O:6])(=[O:7])[c:8]1[c:9]([CH3:18])[c:10]2[c:11]([s:12]1)[cH:13][cH:14][c:15]([Cl:17])[cH:16]2)[CH2:19][CH2:20][CH3:21])[CH2:22][CH3:23].[c:29]1([P:30]([c:31]2[cH:32][cH:33][cH:34][cH:35][cH:36]2)[c:37]2[cH:38][cH:39][cH:40][cH:41][cH:42]2)[cH:43][cH:44][cH:45][cH:46][cH:47]1>>[CH:2]([CH2:3][N:4]([S:5](=[O:6])(=[O:7])[c:8]1[c:9]([CH3:18])[c:10]2[c:11]([s:12]1)[cH:13][cH:14][c:15]([Cl:17])[cH:16]2)[CH2:19][CH2:20][CH3:21])([CH2:22][CH3:23])[Br:25]. The reactants are CCN(C(C)C)C(C)C, O=S(=O)(Cl)c1ccc(Cl)c(Cl)c1, ClCCl, Cl, Fc1ccccc1N1CCNCC1. The product is O=S(=O)(c1ccc(Cl)c(Cl)c1)N1CCN(c2ccccc2F)CC1. Reaction SMILES: [CH:27]([N:28]([CH:29]([CH3:30])[CH3:31])[CH2:32][CH3:33])([CH3:34])[CH3:35].[Cl:15][c:16]1[cH:17][c:18]([S:23](=[O:24])(=[O:25])[Cl:26])[cH:19][cH:20][c:21]1[Cl:22].[Cl:36][CH2:37][Cl:38].[ClH:14].[F:1][c:2]1[c:3]([N:8]2[CH2:9][CH2:10][NH:11][CH2:12][CH2:13]2)[cH:4][cH:5][cH:6][cH:7]1>>[F:1][c:2]1[c:3]([N:8]2[CH2:9][CH2:10][N:11]([S:23]([c:18]3[cH:17][c:16]([Cl:15])[c:21]([Cl:22])[cH:20][cH:19]3)(=[O:24])=[O:25])[CH2:12][CH2:13]2)[cH:4][cH:5][cH:6][cH:7]1.